From a dataset of the Open Reaction Database (ORD), a public repository of structured organic reaction records. describe an organic reaction: reactants, conditions, products, and yield Reactants: B, C1CCOC1, C=CC1(O[Si](CC)(CC)CC)CCCC1, O. The product is CC[Si](CC)(CC)OC1(CCO)CCCC1. Reaction SMILES: [BH3:16].[CH2:18]1[O:19][CH2:20][CH2:21][CH2:22]1.[CH:1](=[CH2:2])[C:3]1([O:8][Si:9]([CH2:10][CH3:11])([CH2:12][CH3:13])[CH2:14][CH3:15])[CH2:4][CH2:5][CH2:6][CH2:7]1.[OH2:17]>>[CH2:1]([CH2:2][OH:17])[C:3]1([O:8][Si:9]([CH2:10][CH3:11])([CH2:12][CH3:13])[CH2:14][CH3:15])[CH2:4][CH2:5][CH2:6][CH2:7]1. The reactants are ICl (ICl), CNC(CC=1C=C2C=CNC2=CC1)=O (N-Methyl-1H-indole-5-acetamide), C(=O)([O-])[O-].[Na+].[Na+] (Na2CO3). Solvent: CC#N (CH3CN). Reaction conditions: time 3 hour. Product: NC1=C(C=C(C=C1)CC(=O)NC)I (4-Amino-3-iodo-N-methyl-benzeneacetamide). Yield: 63.6%. RXN SMILES: [CH3:1][NH:2][C:3](=[O:14])[CH2:4][C:5]1[CH:6]=[C:7]2[C:11](=[CH:12][CH:13]=1)[NH:10]C=C2.[I:15]Cl.C([O-])([O-])=O.[Na+].[Na+]>CC#N>[NH2:10][C:11]1[CH:12]=[CH:13][C:5]([CH2:4][C:3]([NH:2][CH3:1])=[O:14])=[CH:6][C:7]=1[I:15] |f:2.3.4|. Reported procedure: 4-Amino-N-methyl-benzeneacetamide (6) (6.56 g, 0.04 mol) was dissolved in CH3CN (200 mL) and ICl (7.14 g dissolved in 60 mL of CH3CN, 0.044 mol) was added dropwise with vigorous stirring. After stirring at RT for 3 h, saturated aqueous Na2CO3 (50 mL) was added and the reaction was concentrated in vacuo. The residue was dissolved in EtOAc and extracted with saturated aqueous Na2CO3. The organic phase was dried over MgSO4, filtered and concentrated in vacuo. The product (7) (7.38 g, 63.6%) was iso...